Dataset: the Open Reaction Database (ORD), a public repository of structured organic reaction records. Task: describe an organic reaction: reactants, conditions, products, and yield Reactants: CCC1(Cc2ccccc2)CCCN(Cc2ccccc2)C1=O, C1CCOC1, N. Yields the product CCC1(Cc2ccccc2)CCCNC1=O. As a reaction SMILES: [CH2:1]([CH3:2])[C:3]1([CH2:17][c:18]2[cH:19][cH:20][cH:21][cH:22][cH:23]2)[C:4](=[O:16])[N:5]([CH2:9][c:10]2[cH:11][cH:12][cH:13][cH:14][cH:15]2)[CH2:6][CH2:7][CH2:8]1.[CH2:25]1[O:26][CH2:27][CH2:28][CH2:29]1.[NH3:24]>>[CH2:1]([CH3:2])[C:3]1([CH2:17][c:18]2[cH:19][cH:20][cH:21][cH:22][cH:23]2)[C:4](=[O:16])[NH:5][CH2:6][CH2:7][CH2:8]1. The reactants are ClC(=O)OCCl (Chloromethyl chloroformate), ClC(=O)OCCCl (chloroethyl chloroformate), alcohols, C(CCCCC)O (hexanol), C(C)(C)(C)O (t-butanol). The product is C(OC(C)(C)C)([O-])=O (t-butyl carbonate), C(OCCCC)([O-])=O (butyl carbonate), C(OCCCCCC)([O-])=O (hexyl carbonate). RXN SMILES: Cl[C:2]([O:4]CCl)=[O:3].Cl[C:8]([O:10]CCCl)=[O:9].[CH2:14]([OH:20])[CH2:15][CH2:16][CH2:17][CH2:18][CH3:19].[C:21]([OH:25])([CH3:24])([CH3:23])[CH3:22]>>[C:2](=[O:3])([O-:4])[O:25][C:21]([CH3:24])([CH3:23])[CH3:22].[C:8](=[O:9])([O-:10])[O:20][CH2:14][CH2:15][CH2:16][CH3:17].[C:2](=[O:3])([O-:4])[O:20][CH2:14][CH2:15][CH2:16][CH2:17][CH2:18][CH3:19]. Procedure: Chloromethyl chloroformate and chloroethyl chloroformate can be reacted similarly with other alcohols such as t-butanol and hexanol to form 1-chloromethyl (or ethyl) t-butyl carbonate and 1-chloromethyl (or ethyl) +-butyl carbonate and 1-chloromethyl (or ethyl) hexyl carbonate. Starting materials: BrCCCCBr (1,4-dibromobutane), COC(=O)C1CCC1 (cyclobutane carboxylic acid methyl ester). Yields the product COC(=O)C1(CCC1)CCCCBr (1-(4-Bromobutyl)cyclobutane carboxylic acid methyl ester). As a reaction SMILES: [Br:1][CH2:2][CH2:3][CH2:4][CH2:5]Br.[CH3:7][O:8][C:9]([CH:11]1[CH2:14][CH2:13][CH2:12]1)=[O:10]>>[CH3:7][O:8][C:9]([C:11]1([CH2:5][CH2:4][CH2:3][CH2:2][Br:1])[CH2:14][CH2:13][CH2:12]1)=[O:10]. Procedure: 1-(4-Bromobutyl)cyclobutane carboxylic acid methyl ester was prepared from 1,4-dibromobutane and cyclobutane carboxylic acid methyl ester using the general procedure described in example 168. Reaction SMILES: Cl.[CH3:2][C:3]1[N:8]=[C:7]([N:9]2[CH2:14][CH2:13][C:12]([CH2:16][N:17]3[CH2:22][CH2:21][NH:20][CH2:19][CH2:18]3)([OH:15])[CH2:11][CH2:10]2)[CH:6]=[CH:5][N:4]=1.[F:23][C:24]1[CH:35]=[CH:34][C:27]([C:28](S(Cl)(=O)=O)=[O:29])=[CH:26][CH:25]=1>>[F:23][C:24]1[CH:35]=[CH:34][C:27]([C:28]([N:20]2[CH2:21][CH2:22][N:17]([CH2:16][C:12]3([OH:15])[CH2:11][CH2:10][N:9]([C:7]4[CH:6]=[CH:5][N:4]=[C:3]([CH3:2])[N:8]=4)[CH2:14][CH2:13]3)[CH2:18][CH2:19]2)=[O:29])=[CH:26][CH:25]=1 |f:0.1|. Procedure: Using an analogous procedure to that described in Example 14, 1-(2-methylpyrimidin-4-yl)-4-(1-piperazinomethyl)piperidin-4-ol hydrochloride was reacted with 4-fluorobenzoylsulphonyl chloride to give 1-(4-fluorobenzoyl)-4-[1-(2-methylpyrimidin-4-yl]-4-hydroxy-4-piperidylmethyl]piperazine m.p. 114-117° C. The reactants are Cl.CC1=NC=CC(=N1)N1CCC(CC1)(O)CN1CCNCC1 (1-(2-methylpyrimidin-4-yl)-4-(1-piperazinomethyl)piperidin-4-ol hydrochloride), FC1=CC=C(C(=O)S(=O)(=O)Cl)C=C1 (4-fluorobenzoylsulphonyl chloride). The product is FC1=CC=C(C(=O)N2CCN(CC2)CC2(CCN(CC2)C2=NC(=NC=C2)C)O)C=C1 (1-(4-fluorobenzoyl)-4-[1-(2-methylpyrimidin-4-yl]-4-hydroxy-4-piperidylmethyl]piperazine).